From a dataset of the Open Reaction Database (ORD), a public repository of structured organic reaction records. describe an organic reaction: reactants, conditions, products, and yield Reactants: Amidine, ClP(C(C)C)C(C)C (chlorodiisopropylphosphine), C(C)(C)(C)C1=CC=C(C(=N)NC2=C(C=CC=C2C)C)C=C1 (4-t-butyl-N1-(2,6-dimethylphenyl)benzamidine), C(CCC)[Li] (butyllithium). The product is C(C)(C)(C)C1=CC=C(C(=NP(C(C)C)C(C)C)NC2=C(C=CC=C2C)C)C=C1 (4-tert-butyl-N2-(diisopropylphosphino)-N1-(2,6-dimethylphenyl)-benzamidine). Reaction SMILES: [C:1]([C:5]1[CH:21]=[CH:20][C:8]([C:9]([NH:11][C:12]2[C:17]([CH3:18])=[CH:16][CH:15]=[CH:14][C:13]=2[CH3:19])=[NH:10])=[CH:7][CH:6]=1)([CH3:4])([CH3:3])[CH3:2].C([Li])CCC.Cl[P:28]([CH:32]([CH3:34])[CH3:33])[CH:29]([CH3:31])[CH3:30]>>[C:1]([C:5]1[CH:21]=[CH:20][C:8]([C:9]([NH:11][C:12]2[C:13]([CH3:19])=[CH:14][CH:15]=[CH:16][C:17]=2[CH3:18])=[N:10][P:28]([CH:32]([CH3:34])[CH3:33])[CH:29]([CH3:31])[CH3:30])=[CH:7][CH:6]=1)([CH3:4])([CH3:2])[CH3:3]. Procedure details: Procedure as described for NP Amidine I using the following amounts: 1.40 g of 4-t-butyl-N1-(2,6-dimethylphenyl)benzamidine (Amidine IV, 5.0 mmol), 2.50 mL of 2.0 M butyllithium (5.0 mmol), 0.80 mL chlorodiisopropylphosphine (5.0 mmol). After filtration to remove lithium chloride and removal of solvent, a slightly cloudy yellow oil was isolated (2.04 g, 100%). Starting materials: C1(CC=C(C=C1)C)(C)S(=O)(=O)O.N[C@@H](CC1=CC=CC=C1)C(=O)O (L-phenylalanine p-xylenesulfonate), NC(CC1=CC=CC=C1)C(=O)O (DL-phenylalanine), C(C=1C(O)=CC=CC1)=O (salicylaldehyde), O.O.C1(CC=C(C=C1)C)(C)S(=O)(=O)O (p-xylenesulfonic acid dihydrate). Solvent: C(=O)O (formic acid), CC(=O)C (acetone). Reaction conditions: temperature 100 celsius, time 4 hour. Yields the product C1(CC=C(C=C1)C)(C)S(=O)(=O)O.NC(CC1=CC=CC=C1)C(=O)O (DL-phenylalanine p-xylenesulfonate). Yield: 110.7%. Reaction SMILES: [C:1]1([S:9]([OH:12])(=[O:11])=[O:10])([CH3:8])[CH:6]=[CH:5][C:4]([CH3:7])=[CH:3][CH2:2]1.[NH2:13][C@H:14]([C:22]([OH:24])=[O:23])[CH2:15][C:16]1[CH:21]=[CH:20][CH:19]=[CH:18][CH:17]=1.NC(C(O)=O)CC1C=CC=CC=1.C(=O)C1C(=CC=CC=1)O.O.O.C1(S(O)(=O)=O)(C)C=CC(C)=CC1>CC(C)=O.C(O)=O>[C:1]1([S:9]([OH:12])(=[O:10])=[O:11])([CH3:8])[CH:2]=[CH:3][C:4]([CH3:7])=[CH:5][CH2:6]1.[NH2:13][CH:14]([C:22]([OH:24])=[O:23])[CH2:15][C:16]1[CH:21]=[CH:20][CH:19]=[CH:18][CH:17]=1 |f:0.1,4.5.6,9.10|. Procedure details: A mixture of 6 g of L-phenylalanine p-xylenesulfonate, 60 ml of 97% formic acid, 0.85 g of DL-phenylalanine (0.3 mole per mole of L-phenylalanine p-xylenesulfonate) and 0.36 ml of salicylaldehyde (0.2 mole per mole of L-phenylalanine p-xylenesulfonate) were stirred at 100° C. for 4 hours. After the reaction, 1.14 g of p-xylenesulfonic acid dihydrate was dissolved in the mixture, and said mixture was condensed to dryness. 40 ml of acetone were added to the mixture, and said mixture was ice-cooled... The reactants are C(C)OC=CC(C(C#N)C1=CC=CC=C1)(C(F)(F)F)O (5-ethoxy-3-hydroxy-2-phenyl-3-trifluoromethylpent-4-enenitrile), N (ammonia). Reaction conditions: temperature 125 celsius. As a reaction SMILES: C(O[CH:4]=[CH:5][C:6](O)([C:16]([F:19])([F:18])[F:17])[CH:7]([C:10]1[CH:15]=[CH:14][CH:13]=[CH:12][CH:11]=1)[C:8]#[N:9])C.[NH3:21]>>[C:10]1([C:7]2[C:8]([NH2:9])=[N:21][CH:4]=[CH:5][C:6]=2[C:16]([F:19])([F:18])[F:17])[CH:15]=[CH:14][CH:13]=[CH:12][CH:11]=1. Reported procedure: 50 g of 5-ethoxy-3-hydroxy-2-phenyl-3-trifluoromethylpent-4-enenitrile were mixed with 600 g of aqueous ammonia (25%), and the resulting mixture was heated to 125° C. in an autoclave for 24 h. Subsequently, the reaction mixture was cooled and the resulting biphasic mixture was extracted repeatedly with dichloromethane. The combined organic phases were concentrated by rotary evaporation and the product was subsequently recrystallized from heptane. 24.1 g of 3-phenyl-4-trifluoromethylpyridin-2-yla... The product is C1(=CC=CC=C1)C=1C(=NC=CC1C(F)(F)F)N (3-phenyl-4-trifluoromethylpyridin-2-ylamine). The yield is 57.7%. The reactants are CN(C)CC1=CC=C(C=C1)NC(=O)C1=CC2=CC(=CC=C2CC1)C1=CC=CC=C1 (N-[4-(dimethylaminomethyl)phenyl]-7-phenyl-3,4-dihydronaphthalene-2-carboxamide), CI (methyl iodide). Solvent: CN(C)C=O (DMF). Run at time 17 hour. Product: [I-].C[N+](CC1=CC=C(C=C1)NC(=O)C1=CC2=CC(=CC=C2CC1)C1=CC=CC=C1)(C)C (trimethyl[4-(7-phenyl-3,4-dihydronaphthalene-2-carboxamido)benzyl]ammonium iodide). As a reaction SMILES: [CH3:1][N:2]([CH2:4][C:5]1[CH:10]=[CH:9][C:8]([NH:11][C:12]([C:14]2[CH2:23][CH2:22][C:21]3[C:16](=[CH:17][C:18]([C:24]4[CH:29]=[CH:28][CH:27]=[CH:26][CH:25]=4)=[CH:19][CH:20]=3)[CH:15]=2)=[O:13])=[CH:7][CH:6]=1)[CH3:3].[CH3:30][I:31]>CN(C=O)C>[I-:31].[CH3:3][N+:2]([CH3:30])([CH3:1])[CH2:4][C:5]1[CH:6]=[CH:7][C:8]([NH:11][C:12]([C:14]2[CH2:23][CH2:22][C:21]3[C:16](=[CH:17][C:18]([C:24]4[CH:29]=[CH:28][CH:27]=[CH:26][CH:25]=4)=[CH:19][CH:20]=3)[CH:15]=2)=[O:13])=[CH:9][CH:10]=1 |f:3.4|. Procedure: In DMF (2 ml) was dissolved N-[4-(dimethylaminomethyl)phenyl]-7-phenyl-3,4-dihydronaphthalene-2-carboxamide (80 mg), and to the mixture was added methyl iodide (39 μl). The mixture was stirred at room temperature for 17 hours and concentrated under reduced pressure. The residue was recrystallized from methanolethyl acetate to give trimethyl[4-(7-phenyl-3,4-dihydronaphthalene-2-carboxamido)benzyl]ammonium iodide (Compound 10) (92 mg) as colorless crystals. Reactants: CNC(=O)c1cccc(OCc2ccc(Cl)cc2C(=O)O)c1, Cl, COC(=O)c1ccc(C(C)N)cc1. Product: CNC(=O)c1cccc(OCc2ccc(Cl)cc2C(=O)NC(C)c2ccc(C(=O)OC)cc2)c1. Reaction SMILES: [Cl:1][c:2]1[cH:3][cH:4][c:5]([CH2:11][O:12][c:13]2[cH:14][c:15]([C:19](=[O:20])[NH:21][CH3:22])[cH:16][cH:17][cH:18]2)[c:6]([C:7](=[O:8])[OH:9])[cH:10]1.[ClH:23].[NH2:24][CH:25]([CH3:26])[c:27]1[cH:28][cH:29][c:30]([C:31](=[O:32])[O:33][CH3:34])[cH:35][cH:36]1>>[Cl:1][c:2]1[cH:3][cH:4][c:5]([CH2:11][O:12][c:13]2[cH:14][c:15]([C:19](=[O:20])[NH:21][CH3:22])[cH:16][cH:17][cH:18]2)[c:6]([C:7](=[O:9])[NH:24][CH:25]([CH3:26])[c:27]2[cH:28][cH:29][c:30]([C:31](=[O:32])[O:33][CH3:34])[cH:35][cH:36]2)[cH:10]1.